This data is from the Open Reaction Database (ORD), a public repository of structured organic reaction records. The task is: describe an organic reaction: reactants, conditions, products, and yield The reactants are COC(CCCCCCCN1C(N(C2=C1C=CC=C2)CC2=CC=C(C=C2)F)=O)=O (8-[3-(4-fluorobenzyl)-2-oxo-benzimidazolin-1-yl]-caprylic acid methyl ester), [OH-].[Na+] (NaOH). Product: FC1=CC=C(CN2C(N(C3=C2C=CC=C3)CCCCCCCC(=O)O)=O)C=C1 (8-[3-(4-Fluorobenzyl)-2-oxo-benzimidazolin-1-yl]-caprylic acid). Reaction SMILES: C[O:2][C:3](=[O:29])[CH2:4][CH2:5][CH2:6][CH2:7][CH2:8][CH2:9][CH2:10][N:11]1[C:15]2[CH:16]=[CH:17][CH:18]=[CH:19][C:14]=2[N:13]([CH2:20][C:21]2[CH:26]=[CH:25][C:24]([F:27])=[CH:23][CH:22]=2)[C:12]1=[O:28].[OH-].[Na+]>>[F:27][C:24]1[CH:23]=[CH:22][C:21]([CH2:20][N:13]2[C:14]3[CH:19]=[CH:18][CH:17]=[CH:16][C:15]=3[N:11]([CH2:10][CH2:9][CH2:8][CH2:7][CH2:6][CH2:5][CH2:4][C:3]([OH:29])=[O:2])[C:12]2=[O:28])=[CH:26][CH:25]=1 |f:1.2|. Procedure details: The product is produced as described in example 22 from 7.5 g. of 8-[3-(4-fluorobenzyl)-2-oxo-benzimidazolin-1-yl]-caprylic acid methyl ester and 1.5 g. of NaOH. The reactants are C(C)C1=CC=C(C=C1)C=1N=C(N=NC1C1=CC=CC=C1)C(=O)OCC (ethyl 5-(4-ethylphenyl)-6-phenyl-1,2,4-triazine-3-carboxylate), C(=C)N1CCCC1 (1-vinylpyrrolidine), C(C)C1=CC=C(C=C1)C=1N=C(N=NC1C1=CC=CC=C1)C(=O)OCC (ethyl 5-(4-ethylphenyl)-6-phenyl-1,2,4-triazine-3-carboxylate), C(=C)N1CCCC1 (1-vinylpyrrolidine). Solvent: C(Cl)(Cl)Cl (CHCl3). Yields the product C(C)C1=CC=C(C=C1)C1=C(C=CC(=N1)C(=O)OCC)C1=CC=CC=C1 (Ethyl 6-(4-Ethylphenyl)-5-phenyl-pyridine-2-carboxylate). Reaction SMILES: [CH2:1]([C:3]1[CH:8]=[CH:7][C:6]([C:9]2[N:10]=[C:11]([C:21]([O:23][CH2:24][CH3:25])=[O:22])N=N[C:14]=2[C:15]2[CH:20]=[CH:19][CH:18]=[CH:17][CH:16]=2)=[CH:5][CH:4]=1)[CH3:2].[CH:26](N1CCCC1)=[CH2:27]>C(Cl)(Cl)Cl>[CH2:1]([C:3]1[CH:8]=[CH:7][C:6]([C:9]2[N:10]=[C:11]([C:21]([O:23][CH2:24][CH3:25])=[O:22])[CH:27]=[CH:26][C:14]=2[C:15]2[CH:20]=[CH:19][CH:18]=[CH:17][CH:16]=2)=[CH:5][CH:4]=1)[CH3:2]. Procedure: Following General Procedure D, ethyl 5-(4-ethylphenyl)-6-phenyl-1,2,4-triazine-3-carboxylate (Compound 18, 245 mg, 0.74 mmol) and crude 1-vinylpyrrolidine (Compound 38, 572 mg) in CHCl3 (10 ml) were reacted to produce the title compound as a yellow oil. Reactants: CC#N (CH3CN), CON(C(C1=CC(=C(C=C1)OC)OC1CCCC1)=O)C (N-methoxy-N-methyl-3-cyclopentoxy-4-methoxybenzamide), solution, C1(=CC=CC=C1)[Mg]Br (phenylmagnesium bromide). Solvent: CCOCC (ether), CCOCC (ether). The product is C1(CCCC1)OC=1C=C(C(=O)C2=CC=CC=C2)C=CC1OC (3-Cyclopentoxy-4-methoxybenzophenone). As a reaction SMILES: CON(C)[C:4](=[O:19])[C:5]1[CH:10]=[CH:9][C:8]([O:11][CH3:12])=[C:7]([O:13][CH:14]2[CH2:18][CH2:17][CH2:16][CH2:15]2)[CH:6]=1.[C:21]1([Mg]Br)[CH:26]=[CH:25][CH:24]=[CH:23][CH:22]=1.CC#N>CCOCC>[CH:14]1([O:13][C:7]2[CH:6]=[C:5]([CH:10]=[CH:9][C:8]=2[O:11][CH3:12])[C:4]([C:21]2[CH:26]=[CH:25][CH:24]=[CH:23][CH:22]=2)=[O:19])[CH2:15][CH2:16][CH2:17][CH2:18]1. Procedure details: To an ice bath cooled stirred solution of N-methoxy-N-methyl-3-cyclopentoxy-4-methoxybenzamide (1.2 g, 4.3 mmol) in 15 mL of anhydrous ether was added a 3 M solution of phenylmagnesium bromide (3.6 mL, 10.8 mmol) in ether dropwise over a 20 minute period. A white gum precipitated from the mixture and dry THF (6 mL) was added to facilitate stirring. The reaction mixture was allowed to warm to room temperature and was stirred for 4 hours. The reaction was then quenched at 0° C. with a saturated aq... The reactants are COC=1C=C2C(=CC=NC2=CC1OC)OC1=CC=C(N)C=C1 (4-[(6,7-Dimethoxy-4-quinolyl)oxy]aniline), S(=O)(Cl)Cl (thionyl chloride), CC1=C(C(=O)O)C=CC(=C1)C (2,4-dimethylbenzoic acid), CC1=C(C=CC(=C1)C)C(=O)N=C=S (2,4-dimethyl-1-benzenecarbonyl isothiocyanate), CC1=C(C=CC(=C1)C)C(=O)Cl (2,4-dimethyl-1-benzenecarbonyl chloride). The solvent is C1(=CC=CC=C1)C (toluene), C(C)O (ethanol), C1(=CC=CC=C1)C (Toluene), C(C)O (ethanol). Reaction conditions: temperature 100 celsius, time 2 hour. Yields the product COC=1C=C2C(=CC=NC2=CC1OC)OC1=CC=C(C=C1)NC(=S)NC(C1=C(C=C(C=C1)C)C)=O (N-{4-[(6,7-Dimethoxy-4-quinolyl)oxy]phenyl}-N′-(2,4-dimethylbenzoyl)thiourea). Yield: 93.0%. As a reaction SMILES: S(Cl)(Cl)=O.CC1C=C(C)C=CC=1C(O)=O.CC1C=C(C)C=CC=1C(Cl)=O.[CH3:27][O:28][C:29]1[CH:30]=[C:31]2[C:36](=[CH:37][C:38]=1[O:39][CH3:40])[N:35]=[CH:34][CH:33]=[C:32]2[O:41][C:42]1[CH:48]=[CH:47][C:45]([NH2:46])=[CH:44][CH:43]=1.[CH3:49][C:50]1[CH:55]=[C:54]([CH3:56])[CH:53]=[CH:52][C:51]=1[C:57]([N:59]=[C:60]=[S:61])=[O:58]>C1(C)C=CC=CC=1.C(O)C>[CH3:27][O:28][C:29]1[CH:30]=[C:31]2[C:36](=[CH:37][C:38]=1[O:39][CH3:40])[N:35]=[CH:34][CH:33]=[C:32]2[O:41][C:42]1[CH:48]=[CH:47][C:45]([NH:46][C:60]([NH:59][C:57](=[O:58])[C:51]2[CH:52]=[CH:53][C:54]([CH3:56])=[CH:55][C:50]=2[CH3:49])=[S:61])=[CH:44][CH:43]=1. Reported procedure: Toluene (20 ml) and thionyl chloride (1 ml) were added to commercially available 2,4-dimethylbenzoic acid (80 mg), and the mixture was heated at 100° C. for one hr. The solvent was removed by distillation, and 2,4-dimethyl-1-benzenecarbonyl isothiocyanate was prepared using the resultant 2,4-dimethyl-1-benzenecarbonyl chloride as a starting compound according to the description of the literature. 4-[(6,7-Dimethoxy-4-quinolyl)oxy]aniline (50 mg) was dissolved in toluene (5 ml) and ethanol (1 ml) ... The reactants are COc1cc(Cc2c[nH]c3ncccc23)c(F)cc1OCc1ccccc1, CN(C)C=O, CC(C)[Si](Cl)(C(C)C)C(C)C, [H-], [Na+], O. Yields the product COc1cc(Cc2cn([Si](C(C)C)(C(C)C)C(C)C)c3ncccc23)c(F)cc1OCc1ccccc1. As a reaction SMILES: [CH2:1]([c:2]1[cH:3][cH:4][cH:5][cH:6][cH:7]1)[O:8][c:9]1[cH:10][c:11]([F:27])[c:12]([CH2:13][c:14]2[cH:15][nH:16][c:17]3[n:18][cH:19][cH:20][cH:21][c:22]23)[cH:23][c:24]1[O:25][CH3:26].[CH3:42][N:43]([CH3:44])[CH:45]=[O:46].[CH:30]([CH3:31])([CH3:32])[Si:33]([CH:34]([CH3:35])[CH3:36])([CH:37]([CH3:38])[CH3:39])[Cl:40].[H-:28].[Na+:29].[OH2:41]>>[CH2:1]([c:2]1[cH:3][cH:4][cH:5][cH:6][cH:7]1)[O:8][c:9]1[cH:10][c:11]([F:27])[c:12]([CH2:13][c:14]2[cH:15][n:16]([Si:33]([CH:30]([CH3:31])[CH3:32])([CH:34]([CH3:35])[CH3:36])[CH:37]([CH3:38])[CH3:39])[c:17]3[n:18][cH:19][cH:20][cH:21][c:22]23)[cH:23][c:24]1[O:25][CH3:26].